From a dataset of the Open Reaction Database (ORD), a public repository of structured organic reaction records. describe an organic reaction: reactants, conditions, products, and yield Solvent: CS(=O)C, CS(=O)C. Product: CCCc1nc2ccc(cc2c(=O)n1Cc3ccc(cc3)c4ccccc4S(=O)(=O)NC(C)(C)C)N5CCCCC5. Yield: 78.0%. Run at temperature 80 celsius, time 18 hour. The reagents and catalysts are [O-]P(=O)([O-])[O-].[K+].[K+].[K+], [Cu]I, Cc1cccc(c1NC(=O)C(=O)O)C. The reactants are CCCc1nc2ccc(cc2c(=O)n1Cc3ccc(cc3)c4ccccc4S(=O)(=O)NC(C)(C)C)I, C1CCNCC1. Reactants: F[B-](F)(F)F, COc1cc2nccc(Oc3ccc4c(C(=O)O)coc4c3)c2cc1OC, CCN(C(C)C)C(C)C, Nc1ccc(Cl)cc1, CN(C)C=O, CN(C)C(On1nnc2ccccc21)=[N+](C)C. The product is COc1cc2nccc(Oc3ccc4c(C(=O)Nc5ccc(Cl)cc5)coc4c3)c2cc1OC. As a reaction SMILES: [B-:28]([F:29])([F:30])([F:31])[F:32].[CH3:1][O:2][c:3]1[cH:4][c:5]2[c:6]([O:15][c:16]3[cH:17][c:18]4[c:19]([c:20]([C:23](=[O:24])[OH:25])[cH:21][o:22]4)[cH:26][cH:27]3)[cH:7][cH:8][n:9][c:10]2[cH:11][c:12]1[O:13][CH3:14].[CH:58]([N:59]([CH2:60][CH3:61])[CH:62]([CH3:63])[CH3:64])([CH3:65])[CH3:66].[NH2:50][c:51]1[cH:52][cH:53][c:54]([Cl:55])[cH:56][cH:57]1.[O:67]=[CH:68][N:69]([CH3:70])[CH3:71].[n:33]1([O:34][C:35]([N:36]([CH3:37])[CH3:38])=[N+:39]([CH3:40])[CH3:41])[c:42]2[cH:43][cH:44][cH:45][cH:46][c:47]2[n:48][n:49]1>>[CH3:1][O:2][c:3]1[cH:4][c:5]2[c:6]([O:15][c:16]3[cH:17][c:18]4[c:19]([c:20]([C:23](=[O:24])[NH:50][c:51]5[cH:52][cH:53][c:54]([Cl:55])[cH:56][cH:57]5)[cH:21][o:22]4)[cH:26][cH:27]3)[cH:7][cH:8][n:9][c:10]2[cH:11][c:12]1[O:13][CH3:14]. Reactants: CC(N)(CCCNC(N)=N)C(=O)O (2-methyl-D,L-arginine), Cl (hydrochloride), Cl (hydrochloric acid). Run in CC(C)O (2-propanol). Yields the product Cl.CC(N)(CCCNC(N)=N)C(=O)O (2-methyl-D,L-arginine hydrochloride). Reaction SMILES: [CH3:1][C:2]([C:11]([OH:13])=[O:12])([CH2:4][CH2:5][CH2:6][NH:7][C:8](=[NH:10])[NH2:9])[NH2:3].[ClH:14]>CC(O)C>[ClH:14].[CH3:1][C:2]([C:11]([OH:13])=[O:12])([CH2:4][CH2:5][CH2:6][NH:7][C:8](=[NH:9])[NH2:10])[NH2:3] |f:3.4|. Procedure: Similarly, amorphous 2-methyl-D,L-arginine base was converted to the hydrochloride by pH-adjustment to 5.1 with 1 M hydrochloric acid. Although crystalline 2-Methyl-DL-arginine hydrochloride could be obtained by the addition of 2-propanol to the methanolic solution of 2-methyl-D,L-arginine hydrochloride, the yields of crystalline product were only 30%, m.p. 243°-246° C. The reactants are C(C)NCC (diethylamine), C(C)(C)(C)C=1C=C(C(=O)Cl)C=C(C1O)C(C)(C)C (3,5-di-t-butyl-4-hydroxybenzoyl chloride), amine, Cl (hydrochloric acid), O (water). Run in petroleum ether, C1=CC=CC=C1 (benzene), C1=CC=CC=C1 (benzene). Product: C(C)N(C(C1=CC(=C(C(=C1)C(C)(C)C)O)C(C)(C)C)=O)CC (N,N-diethyl-3,5-di-t-butyl-4-hydroxybenzamide). RXN SMILES: [CH2:1]([NH:3][CH2:4][CH3:5])[CH3:2].[C:6]([C:10]1[CH:11]=[C:12]([CH:16]=[C:17]([C:20]([CH3:23])([CH3:22])[CH3:21])[C:18]=1[OH:19])[C:13](Cl)=[O:14])([CH3:9])([CH3:8])[CH3:7].O.Cl>C1C=CC=CC=1>[CH2:1]([N:3]([CH2:4][CH3:5])[C:13](=[O:14])[C:12]1[CH:11]=[C:10]([C:6]([CH3:9])([CH3:8])[CH3:7])[C:18]([OH:19])=[C:17]([C:20]([CH3:23])([CH3:22])[CH3:21])[CH:16]=1)[CH3:2]. Procedure details: To a solution of 25 milliliters of diethylamine in 50 milliliters of dry benzene was added a solution of 2.0 grams of 3,5-di-t-butyl-4-hydroxybenzoyl chloride in benzene. The resulting mixture was refluxed for 1 hour, cooled, and poured into 100 milliliters of cold water. The excess amine was neutralized with dilute hydrochloric acid; the benzene layer was removed, washed with water, dried, and evaporated, leaving an oil. Addition of a small amount of petroleum ether gave crystals, which were fi...